Dataset: the Open Reaction Database (ORD), a public repository of structured organic reaction records. Task: describe an organic reaction: reactants, conditions, products, and yield RXN SMILES: [CH3:1][O:2][C:3]1[CH:4]=[C:5]([CH:21]=[CH:22][C:23]=1[O:24][CH3:25])[C:6]([C:8]1[N:12]([CH3:13])[C:11]([CH2:14][C:15]([O:17][CH2:18][CH3:19])=[O:16])=[CH:10][C:9]=1[CH3:20])=[O:7].Cl[C:27]1C=CC(C(C2N(C)C(CC(OCC)=O)=CC=2C)=O)=CC=1>>[CH3:1][O:2][C:3]1[CH:4]=[C:5]([CH:21]=[CH:22][C:23]=1[O:24][CH3:25])[C:6]([C:8]1[N:12]([CH3:13])[C:11]([CH:14]([CH3:27])[C:15]([O:17][CH2:18][CH3:19])=[O:16])=[CH:10][C:9]=1[CH3:20])=[O:7]. Product: COC=1C=C(C(=O)C2=C(C=C(N2C)C(C(=O)OCC)C)C)C=CC1OC (ethyl 5-(3',4'-dimethoxybenzoyl)-1,4,α-trimethylpyrrole-2-acetate). Reported procedure: The methylation procedure of Example 77A is repeated, except that an equivalent quantity of ethyl 5-(3',4'-dimethoxybenzoyl)-1,4-dimethylpyrrole-2-acetate (from Example 90) is methylated instead of the ethyl 5-(p-chlorobenzoyl)-1,4-dimethylpyrrole-2-acetate used in Example 77A, to yield ethyl 5-(3',4'-dimethoxybenzoyl)-1,4,α-trimethylpyrrole-2-acetate. The reactants are COC=1C=C(C(=O)C2=C(C=C(N2C)CC(=O)OCC)C)C=CC1OC (ethyl 5-(3',4'-dimethoxybenzoyl)-1,4-dimethylpyrrole-2-acetate), ClC1=CC=C(C(=O)C2=C(C=C(N2C)CC(=O)OCC)C)C=C1 (ethyl 5-(p-chlorobenzoyl)-1,4-dimethylpyrrole-2-acetate). Starting materials: CC(C)(C)S(=O)NC(c1cncc(Br)c1)C(F)(F)F, CO, Cl, C1COCCO1. The product is NC(c1cncc(Br)c1)C(F)(F)F. Reaction SMILES: [Br:1][c:2]1[cH:3][c:4]([CH:8]([C:9]([F:10])([F:11])[F:12])[NH:13][S:14]([C:15]([CH3:16])([CH3:17])[CH3:18])=[O:19])[cH:5][n:6][cH:7]1.[CH3:27][OH:28].[ClH:20].[O:21]1[CH2:22][CH2:23][O:24][CH2:25][CH2:26]1>>[Br:1][c:2]1[cH:3][c:4]([CH:8]([C:9]([F:10])([F:11])[F:12])[NH2:13])[cH:5][n:6][cH:7]1. Reactants: ClC1=CC=C(C(C(=O)O)=C1)OC (5-chloro-o-anisic acid), S(=O)(Cl)Cl (thionyl chloride). Solvent: C1(=CC=CC=C1)C (toluene). The product is ClC1=CC=C(C(CCl)=C1)OC (5-chloro-o-anisyl chloride). Reaction SMILES: [Cl:1][C:2]1[CH:10]=[C:6]([C:7](O)=O)[C:5]([O:11][CH3:12])=[CH:4][CH:3]=1.S(Cl)([Cl:15])=O>C1(C)C=CC=CC=1>[Cl:1][C:2]1[CH:10]=[C:6]([CH2:7][Cl:15])[C:5]([O:11][CH3:12])=[CH:4][CH:3]=1. Reported procedure: To a solution of 5-chloro-o-anisic acid (50 g) in toluene (100 mL) was added thionyl chloride (50 mL). The reaction mixture was heated under reflux for 2 hrs and distilled using a short path distillation apparatus to give 5-chloro-o-anisyl chloride, which was used in the next step. To a solution of 2-amino-2-methyl-1-propanol (38 mL) in dichloromethane (200 mL) was added a solution of 5-chloro-o-anisyl chloride in dichloromethane (150 mL) dropwise. The reaction mixture was stirred at ambient tem... Reactants: CC(=O)N1CCc2cc(C(=O)CCCCl)sc2C1, Cl, Fc1ccc2c(C3CCNCC3)csc2c1. Yields the product CC(=O)N1CCc2cc(C(=O)CCCN3CCC(c4csc5cc(F)ccc45)CC3)sc2C1. Reaction SMILES: [C:1]([CH3:2])(=[O:3])[N:4]1[CH2:5][c:6]2[c:7]([cH:10][c:11]([C:13]([CH2:14][CH2:15][CH2:16][Cl:17])=[O:18])[s:12]2)[CH2:8][CH2:9]1.[ClH:19].[F:20][c:21]1[cH:22][cH:23][c:24]2[c:25]([s:26][cH:27][c:28]2[CH:29]2[CH2:30][CH2:31][NH:32][CH2:33][CH2:34]2)[cH:35]1>>[C:1]([CH3:2])(=[O:3])[N:4]1[CH2:5][c:6]2[c:7]([cH:10][c:11]([C:13]([CH2:14][CH2:15][CH2:16][N:32]3[CH2:31][CH2:30][CH:29]([c:28]4[c:24]5[cH:23][cH:22][c:21]([F:20])[cH:35][c:25]5[s:26][cH:27]4)[CH2:34][CH2:33]3)=[O:18])[s:12]2)[CH2:8][CH2:9]1. The reactants are FC1=C(C=CC=C1C(F)(F)F)CC(=O)O (2-fluoro-3-trifluoromethylphenylacetic acid), COC=1C=C2CCNC2=CC1N1C[C@H](N([C@H](C1)C)C)C (cis-5-Methoxy-6-(3,4,5-trimethylpiperazin-1-yl)indoline). The product is FC1=C(C=CC=C1C(F)(F)F)CC(=O)N1CCC2=CC(=C(C=C12)N1C[C@H](N([C@H](C1)C)C)C)OC (cis-1-[(2-Fluoro-3-trifluoromethylphenyl)acetyl]-5-methoxy-6-(3,4,5-trimethylpiperazin-1-yl)indoline), oil. Yield: 81.0%. RXN SMILES: [F:1][C:2]1[C:7]([C:8]([F:11])([F:10])[F:9])=[CH:6][CH:5]=[CH:4][C:3]=1[CH2:12][C:13]([OH:15])=O.[CH3:16][O:17][C:18]1[CH:19]=[C:20]2[C:24](=[CH:25][C:26]=1[N:27]1[CH2:32][C@H:31]([CH3:33])[N:30]([CH3:34])[C@H:29]([CH3:35])[CH2:28]1)[NH:23][CH2:22][CH2:21]2>>[F:1][C:2]1[C:7]([C:8]([F:9])([F:10])[F:11])=[CH:6][CH:5]=[CH:4][C:3]=1[CH2:12][C:13]([N:23]1[C:24]2[C:20](=[CH:19][C:18]([O:17][CH3:16])=[C:26]([N:27]3[CH2:32][C@H:31]([CH3:33])[N:30]([CH3:34])[C@H:29]([CH3:35])[CH2:28]3)[CH:25]=2)[CH2:21][CH2:22]1)=[O:15]. Reported procedure: The title compound was prepared from 2-fluoro-3-trifluoromethylphenylacetic acid (155 mg, 0.70 mmole) and D3 (150 mg, 0.54 mmole) using a similar procedure to Example 8. The product was obtained as a pale yellow oil (210 mg, 81%), which was converted to its hydrochloride salt as a beige solid. Reactants: solid, BrC1=CC(=CC=2C(=C3N(C12)CCNC3=O)C)C#N (6-bromo-10-methyl-1-oxo-1,2,3,4-tetrahydro-pyrazino[1,2-a]indole-8-carbonitrile), BrC1=CC(=CC=2C(=C3N(C12)CCNC3=O)C)C#N (6-bromo-10-methyl-1-oxo-1,2,3,4-tetrahydro-pyrazino[1,2-a]indole-8-carbonitrile), FC(C1=CC=C(C=C1)B(O)O)(F)F (4-trifluoromethyl-phenylboronic acid). The product is CC1=C2N(C=3C(=CC(=CC13)C#N)C1=CC=C(C=C1)C(F)(F)F)CCNC2=O (10-Methyl-1-oxo-6-(4-trifluoromethyl-phenyl)-1,2,3,4-tetrahydro-pyrazino[1,2-a]indole-8-carbonitrile). Reaction SMILES: Br[C:2]1[C:10]2[N:9]3[CH2:11][CH2:12][NH:13][C:14](=[O:15])[C:8]3=[C:7]([CH3:16])[C:6]=2[CH:5]=[C:4]([C:17]#[N:18])[CH:3]=1.[F:19][C:20]([F:31])([F:30])[C:21]1[CH:26]=[CH:25][C:24](B(O)O)=[CH:23][CH:22]=1>>[CH3:16][C:7]1[C:6]2[CH:5]=[C:4]([C:17]#[N:18])[CH:3]=[C:2]([C:24]3[CH:25]=[CH:26][C:21]([C:20]([F:31])([F:30])[F:19])=[CH:22][CH:23]=3)[C:10]=2[N:9]2[CH2:11][CH2:12][NH:13][C:14](=[O:15])[C:8]=12. Procedure: The title compound, light grey solid (78 mg, 85%), MS (ISP) m/z=370.5 [(M+H)+], mp 282° C., was prepared in accordance with the general method of example 1 from 6-bromo-10-methyl-1-oxo-1,2,3,4-tetrahydro-pyrazino[1,2-a]indole-8-carbonitrile (intermediate 16) (76 mg, 0.25 mmol) and commercially available 4-trifluoromethyl-phenylboronic acid (61.7 mg, 0.325 mmol). The reactants are C1CCOC1, COC(=O)C(CO)NC(=O)c1ccc(C(F)(F)F)cc1, c1ccc(P(c2ccccc2)c2ccccc2)cc1. Product: COC(=O)C1COC(c2ccc(C(F)(F)F)cc2)=N1. Reaction SMILES: [O:40]1[CH2:41][CH2:42][CH2:43][CH2:44]1.[OH:1][CH2:2][CH:3]([C:4](=[O:5])[O:6][CH3:7])[NH:8][C:9](=[O:10])[c:11]1[cH:12][cH:13][c:14]([C:17]([F:18])([F:19])[F:20])[cH:15][cH:16]1.[c:21]1([P:22]([c:23]2[cH:24][cH:25][cH:26][cH:27][cH:28]2)[c:29]2[cH:30][cH:31][cH:32][cH:33][cH:34]2)[cH:35][cH:36][cH:37][cH:38][cH:39]1>>[CH2:2]1[CH:3]([C:4](=[O:5])[O:6][CH3:7])[N:8]=[C:9]([c:11]2[cH:12][cH:13][c:14]([C:17]([F:18])([F:19])[F:20])[cH:15][cH:16]2)[O:10]1. Yield: 76.1%. Run at time 5 hour. Procedure details: To a round bottom flask was added 4-(5-(4-chlorophenyl)-6-hydrazinyl-2-((2-methyl-6-(trifluoromethyl)pyridin-3-yl)methyl)-3-oxo-2,3-dihydropyridazin-4-yl)benzonitrile (70 mg, 0.1367 mmol), prepared as described in Example 2B, (R)-2-(benzyloxy)propanoic acid (25 mg, 0.1367 mmol), EDAC (30 mg, 0.150 mmol), HOBT (20.3 mg, 0.150 mmol), THF (5 ml) and diisopropylethyl amine (19.4 mg, 0.150 mmol). The reaction was stirred at rt for 5 hr. The reaction was diluted with EtOAc (40 ml). The resulting organ... As a reaction SMILES: [Cl:1][C:2]1[CH:7]=[CH:6][C:5]([C:8]2[C:13]([NH:14][NH2:15])=[N:12][N:11]([CH2:16][C:17]3[C:18]([CH3:27])=[N:19][C:20]([C:23]([F:26])([F:25])[F:24])=[CH:21][CH:22]=3)[C:10](=[O:28])[C:9]=2[C:29]2[CH:36]=[CH:35][C:32]([C:33]#[N:34])=[CH:31][CH:30]=2)=[CH:4][CH:3]=1.[CH2:37]([O:44][C@H:45]([CH3:49])[C:46](O)=[O:47])[C:38]1[CH:43]=[CH:42][CH:41]=[CH:40][CH:39]=1.CCN=C=NCCCN(C)C.C1C=CC2N(O)N=NC=2C=1.C(N(C(C)C)CC)(C)C>CCOC(C)=O.C1COCC1>[CH2:37]([O:44][C@H:45]([CH3:49])[C:46]([NH:15][NH:14][C:13]1[C:8]([C:5]2[CH:6]=[CH:7][C:2]([Cl:1])=[CH:3][CH:4]=2)=[C:9]([C:29]2[CH:30]=[CH:31][C:32]([C:33]#[N:34])=[CH:35][CH:36]=2)[C:10](=[O:28])[N:11]([CH2:16][C:17]2[C:18]([CH3:27])=[N:19][C:20]([C:23]([F:25])([F:26])[F:24])=[CH:21][CH:22]=2)[N:12]=1)=[O:47])[C:38]1[CH:43]=[CH:42][CH:41]=[CH:40][CH:39]=1. The reactants are C(C)(C)N(CC)C(C)C (diisopropylethyl amine), ClC1=CC=C(C=C1)C1=C(C(N(N=C1NN)CC=1C(=NC(=CC1)C(F)(F)F)C)=O)C1=CC=C(C#N)C=C1 (4-(5-(4-chlorophenyl)-6-hydrazinyl-2-((2-methyl-6-(trifluoromethyl)pyridin-3-yl)methyl)-3-oxo-2,3-dihydropyridazin-4-yl)benzonitrile), C=1C=CC2=C(C1)N=NN2O (HOBT), C(C1=CC=CC=C1)O[C@@H](C(=O)O)C ((R)-2-(benzyloxy)propanoic acid), CCN=C=NCCCN(C)C (EDAC). Product: C(C1=CC=CC=C1)O[C@@H](C(=O)NNC1=NN(C(C(=C1C1=CC=C(C=C1)Cl)C1=CC=C(C=C1)C#N)=O)CC=1C(=NC(=CC1)C(F)(F)F)C)C ((R)-2-(benzyloxy)-N′-(4-(4-chlorophenyl)-5-(4-cyanophenyl)-1-((2-methyl-6-(trifluoromethyl)pyridin-3-yl)methyl)-6-oxo-1,6-dihydropyridazin-3-yl)propanehydrazide). Run in C1CCOC1 (THF), CCOC(=O)C (EtOAc). Reactants: ClC=1N=C(C2=C(N1)C=NC(=C2)OC2=C(C=C(C=C2)F)F)N (2-Chloro-6-(2,4-difluoro-phenoxy)-pyrido[3,4-d]pyrimidine-4-ylamine), C(C)(C)(C)ON=O (tert-butylnitrite), N(=O)OC(C)(C)C (tert-butyl nitrite). Run in C1CCOC1 (THF). Reaction conditions: time 48 hour. Yields the product ClC=1N=CC2=C(N1)C=NC(=C2)OC2=C(C=C(C=C2)F)F (2-Chloro-6-(2,4-difluoro-phenoxy)-pyrido[3,4-d]pyrimidine). The yield is 31.9%. Reaction SMILES: [Cl:1][C:2]1[N:3]=[C:4](N)[C:5]2[CH:11]=[C:10]([O:12][C:13]3[CH:18]=[CH:17][C:16]([F:19])=[CH:15][C:14]=3[F:20])[N:9]=[CH:8][C:6]=2[N:7]=1.C(ON=O)(C)(C)C>C1COCC1>[Cl:1][C:2]1[N:3]=[CH:4][C:5]2[CH:11]=[C:10]([O:12][C:13]3[CH:18]=[CH:17][C:16]([F:19])=[CH:15][C:14]=3[F:20])[N:9]=[CH:8][C:6]=2[N:7]=1. Procedure details: Compound (1F) (1.8 g, 5.83 mmol) was taken up in THF (100 mL) and tert-butylnitrite (Aldrich Chemical Co.) was added. The resulting mixture was heated to reflux with stirring for 48 hours and additional tert-butyl nitrite was added in portions (total 5 mL). By TLC, the reaction was complete. After cooling to room temperature, the solvent was removed under reduced pressure at 55° C. EtOAc (180 mL) and water (60 mL) were added to the residue, and the layers were partitioned and separated. The orga... Reactants: C1(CCCC1)C1(CC(CC(O1)=O)=O)CCC1=CC(=C(C=C1)O)CC (6-Cyclopentyl-6-[2-(3-ethyl-4-hydroxy-phenyl)-ethyl]-dihydro-pyran-2,4-dione), CC1=NC=2N(C(=C1)C)N=C(N2)C=O (5,7-Dimethyl-[1,2,4]triazolo[1,5-α]pyrimidine-2-carbaldehyde). Product: C1(CCCC1)C1(CC(=C(C(O1)=O)CC1=NN2C(N=C(C=C2C)C)=N1)O)CCC1=CC(=C(C=C1)O)CC (6-Cyclopentyl-3-(5,7-dimethyl-[1,2,4]triazolo[1,5-a]pyrimidin-2-ylmethyl)-6-[2-(3-ethyl-4-hydroxy-phenyl)-ethyl]-4-hydroxy-5,6-dihydro-pyran-2-one). As a reaction SMILES: [CH:1]1([C:6]2([CH2:14][CH2:15][C:16]3[CH:21]=[CH:20][C:19]([OH:22])=[C:18]([CH2:23][CH3:24])[CH:17]=3)[O:11][C:10](=[O:12])[CH2:9][C:8](=[O:13])[CH2:7]2)[CH2:5][CH2:4][CH2:3][CH2:2]1.[CH3:25][C:26]1[CH:31]=[C:30]([CH3:32])[N:29]2[N:33]=[C:34]([CH:36]=O)[N:35]=[C:28]2[N:27]=1>>[CH:1]1([C:6]2([CH2:14][CH2:15][C:16]3[CH:21]=[CH:20][C:19]([OH:22])=[C:18]([CH2:23][CH3:24])[CH:17]=3)[O:11][C:10](=[O:12])[C:9]([CH2:36][C:34]3[N:35]=[C:28]4[N:27]=[C:26]([CH3:25])[CH:31]=[C:30]([CH3:32])[N:29]4[N:33]=3)=[C:8]([OH:13])[CH2:7]2)[CH2:5][CH2:4][CH2:3][CH2:2]1. Reported procedure: The title compound was prepared by coupling 6-Cyclopentyl-6-[2-(3-ethyl-4-hydroxy-phenyl)-ethyl]-dihydro-pyran-2,4-dione (from Example A(22)) to 5,7-Dimethyl-[1,2,4]triazolo[1,5-α]pyrimidine-2-carbaldehyde using the Me2NHBH3 method described in the synthesis of Example B(31).